describe an organic reaction: reactants, conditions, products, and yield From a dataset of the Open Reaction Database (ORD), a public repository of structured organic reaction records. Starting materials: C(#N)CC(=O)N (cyanoacetamide), C(C)(=O)O.N1CCCCC1 (piperidine acetate), CN(C=C(C(C)=O)C1=CC=C(C=C1)N1CCC(CC1)C1=CC=CC=C1)C (4-(dimethylamino)-3-[4-(4-phenyl-1-piperidinyl)phenyl]-3-buten-2-one). Solvent: C(C)#N (acetonitrile). Product: CC1=C(C=C(C(N1)=O)C(=O)N)C1=CC=C(C=C1)N1CCC(CC1)C1=CC=CC=C1 (1,2-Dihydro-6-methyl-2-oxo-5-[4-(4-phenyl-1-piperidinyl)phenyl]-3-pyridinecarboxamide). As a reaction SMILES: CN(C)[CH:3]=[C:4]([C:8]1[CH:13]=[CH:12][C:11]([N:14]2[CH2:19][CH2:18][CH:17]([C:20]3[CH:25]=[CH:24][CH:23]=[CH:22][CH:21]=3)[CH2:16][CH2:15]2)=[CH:10][CH:9]=1)[C:5](=O)[CH3:6].[C:27]([CH2:29][C:30]([NH2:32])=[O:31])#[N:28].C(O)(=[O:35])C.N1CCCCC1>C(#N)C>[CH3:6][C:5]1[NH:28][C:27](=[O:35])[C:29]([C:30]([NH2:32])=[O:31])=[CH:3][C:4]=1[C:8]1[CH:13]=[CH:12][C:11]([N:14]2[CH2:15][CH2:16][CH:17]([C:20]3[CH:25]=[CH:24][CH:23]=[CH:22][CH:21]=3)[CH2:18][CH2:19]2)=[CH:10][CH:9]=1 |f:2.3|. Procedure: A mixture of 2.6 g of 4-(dimethylamino)-3-[4-(4-phenyl-1-piperidinyl)phenyl]-3-buten-2-one, a mixture of 0.75 g of cyanoacetamide, 0.8 ml of piperidine acetate in 25 ml of acetonitrile is refluxed for 24 hours. The solid is collected, washed with CH3CN7 ether, and dried to give 0.80 g beige solid, mp 335°-338° C. (d). Reactants: CCOc1ccc(C(=O)c2ccc(COC(C)=O)c(Br)c2)cc1, CC#N, ClCCCl. Product: CCOc1ccc(Cc2ccc(COC(C)=O)c(Br)c2)cc1. RXN SMILES: [C:1]([CH3:2])(=[O:3])[O:4][CH2:5][c:6]1[c:7]([Br:23])[cH:8][c:9]([C:12]([c:13]2[cH:14][cH:15][c:16]([O:19][CH2:20][CH3:21])[cH:17][cH:18]2)=[O:22])[cH:10][cH:11]1.[CH3:28][C:29]#[N:30].[Cl:24][CH2:25][CH2:26][Cl:27]>>[C:1]([CH3:2])(=[O:3])[O:4][CH2:5][c:6]1[c:7]([Br:23])[cH:8][c:9]([CH2:12][c:13]2[cH:14][cH:15][c:16]([O:19][CH2:20][CH3:21])[cH:17][cH:18]2)[cH:10][cH:11]1. Reaction SMILES: Cl.[C:2]1([S:8]([CH2:11][CH2:12][CH:13]([C:19](=[O:21])[CH3:20])C(OCC)=O)(=[O:10])=[O:9])[CH:7]=[CH:6][CH:5]=[CH:4][CH:3]=1>C(O)C>[C:2]1([S:8]([CH2:11][CH2:12][CH2:13][C:19](=[O:21])[CH3:20])(=[O:9])=[O:10])[CH:3]=[CH:4][CH:5]=[CH:6][CH:7]=1. The product is C1(=CC=CC=C1)S(=O)(=O)CCCC(C)=O (5-benzenesulfonylpentan-2-one). Solvent: C(C)O (ethanol). Isolated yield 97.3%. The reactants are Cl (Hydrochloric acid), C1(=CC=CC=C1)S(=O)(=O)CCC(C(=O)OCC)C(C)=O (ethyl 2-(2-benzenesulfonylethyl)-3-oxo-butyrate). Reported procedure: Hydrochloric acid was added (150 mL of 3 N) to a solution of ethyl 2-(2-benzenesulfonylethyl)-3-oxo-butyrate (21.7 g, 76.3 mmol) in 100 mL of ethanol and heated to reflux overnight. The reaction was cooled to ambient temperature and the mixture was concentrated under reduced pressure. The residue was extracted with several portions of ethyl acetate, and the combined organic layers were washed with saturated aqueous sodium bicarbonate, washed with brine, dried over magnesium sulfate, filtered, an... Reactants: BrC1=CC=C(C=C1)SC (4-bromothioanisole), OC1=CC=C(C(=O)OCC)C=C1 (ethyl 4-hydroxybenzoate), C([O-])([O-])=O.[K+].[K+] (potassium carbonate), C=1(C(=CC=CC1)C)C (xylene). Reagents/catalysts: [Cu] (copper). Solvent: O (water). Reaction conditions: time 24 hour. The product is CC1=CC=C(SC2=CC=C(C(=O)OCC)C=C2)C=C1 (ethyl 4-(4-methylthiophenoxy)benzoate). Isolated yield 36.3%. As a reaction SMILES: Br[C:2]1[CH:7]=[CH:6][C:5]([S:8][CH3:9])=[CH:4][CH:3]=1.OC1[CH:21]=[CH:20][C:14]([C:15]([O:17][CH2:18][CH3:19])=[O:16])=[CH:13][CH:12]=1.[C:22](=O)([O-])[O-].[K+].[K+].C1(C)C(C)=CC=CC=1>[Cu].O>[CH3:22][C:2]1[CH:7]=[CH:6][C:5]([S:8][C:9]2[CH:21]=[CH:20][C:14]([C:15]([O:17][CH2:18][CH3:19])=[O:16])=[CH:13][CH:12]=2)=[CH:4][CH:3]=1 |f:2.3.4|. Procedure details: The mixture of 4-bromothioanisole (10.0 g, 49.2 mM), ethyl 4-hydroxybenzoate (8.17 g, 49.2 mM), potassium carbonate (6.80 g, 49.2 mM), copper (0.5 g) and xylene (300 ml) was stirred for 24 h under reflux. The mixture was cooled to the room temperature and poured into water. The mixture was filtered through celite, and the toluene solution was washed with water and brine, dried with magnesium sulfate, and concentrated in vacuo. The residue was chromatographed over silica gel to give ethyl 4-(4-me... Starting materials: ClC(Cl)Cl, O=S(Cl)Cl, OCc1cc(-c2ccccc2)cc2ccccc12. Yields the product ClCc1cc(-c2ccccc2)cc2ccccc12. As a reaction SMILES: [CH:23]([Cl:24])([Cl:25])[Cl:26].[S:1]([Cl:2])([Cl:3])=[O:4].[c:5]1(-[c:11]2[cH:12][c:13]([CH2:21][OH:22])[c:14]3[cH:15][cH:16][cH:17][cH:18][c:19]3[cH:20]2)[cH:6][cH:7][cH:8][cH:9][cH:10]1>>[Cl:3][CH2:21][c:13]1[cH:12][c:11](-[c:5]2[cH:6][cH:7][cH:8][cH:9][cH:10]2)[cH:20][c:19]2[c:14]1[cH:15][cH:16][cH:17][cH:18]2. Starting materials: CC(C)(C)[Si](C)(C)Oc1ccc(C2CCCN3CCS(=O)(=O)N=C23)cc1, CO, Cl. Yields the product O=S1(=O)CCN2CCCC(c3ccc(O)cc3)C2=N1. RXN SMILES: [C:1]([Si:2]([CH3:3])([CH3:4])[O:6][c:7]1[cH:8][cH:9][c:10]([CH:13]2[CH2:14][CH2:15][CH2:16][N:17]3[C:18]2=[N:19][S:20](=[O:23])(=[O:24])[CH2:21][CH2:22]3)[cH:11][cH:12]1)([CH3:5])([CH3:25])[CH3:26].[CH3:28][OH:29].[ClH:27]>>[OH:6][c:7]1[cH:8][cH:9][c:10]([CH:13]2[CH2:14][CH2:15][CH2:16][N:17]3[C:18]2=[N:19][S:20](=[O:23])(=[O:24])[CH2:21][CH2:22]3)[cH:11][cH:12]1. Starting materials: FC1=CC=C(C=C1)CC(=O)O (4-Fluorophenylacetic acid), CC1=NC=2N(C=C1)N=C(C2C2=CC=C(C=C2)OC(F)(F)F)N (5-Methyl-3-(4-(trifluoromethoxy)phenyl)pyrazolo[1,5-a]pyrimidin-2-amine), Cl.CN(CCCN=C=NCC)C (1-(3-Dimethylaminopropyl)-3-ethylcarbodiimide hydrochloride). Run in CN(C)C=O (DMF), N1=CC=CC=C1 (pyridine). Conditions: time 40 hour. The product is FC1=CC=C(C=C1)CC(=O)NC1=NN2C(N=C(C=C2)C)=C1C1=CC=C(C=C1)OC(F)(F)F (2-(4-fluorophenyl)-N-{5-methyl-3-[4-(trifluoromethoxy)phenyl]pyrazolo[1,5-a]pyrimidin-2-yl}acetamide). Reaction SMILES: [F:1][C:2]1[CH:7]=[CH:6][C:5]([CH2:8][C:9]([OH:11])=O)=[CH:4][CH:3]=1.[CH3:12][C:13]1[CH:18]=[CH:17][N:16]2[N:19]=[C:20]([NH2:33])[C:21]([C:22]3[CH:27]=[CH:26][C:25]([O:28][C:29]([F:32])([F:31])[F:30])=[CH:24][CH:23]=3)=[C:15]2[N:14]=1.Cl.CN(C)CCCN=C=NCC>CN(C=O)C.N1C=CC=CC=1>[F:1][C:2]1[CH:3]=[CH:4][C:5]([CH2:8][C:9]([NH:33][C:20]2[C:21]([C:22]3[CH:23]=[CH:24][C:25]([O:28][C:29]([F:32])([F:30])[F:31])=[CH:26][CH:27]=3)=[C:15]3[N:14]=[C:13]([CH3:12])[CH:18]=[CH:17][N:16]3[N:19]=2)=[O:11])=[CH:6][CH:7]=1 |f:2.3|. Procedure details: 4-Fluorophenylacetic acid (32 mg, 0.21 mmol) was added to a stirring solution of the product from Example 168A (20 mg, 0.065 mmol) in DMF (0.5 mL) and pyridine (0.5 mL). 1-(3-Dimethylaminopropyl)-3-ethylcarbodiimide hydrochloride (43 mg, 0.22 mmol) was added and stirring was continued at room temperature for 40 h. The reaction mixture was quenched by addition of MeOH (1 mL) and HOAc (0.1 mL) and stirred for 40 minutes. The solution was concentrated under vacuum, and the residue was purified by H... Reactants: ClC=1C(=C(N=NC1OC)OC)C=O (5-chloro-3,6-dimethoxy-pyridazine-4-carbaldehyde), CC1=C(C(=CC(=C1)N1CCOCC1)[N+](=O)[O-])N (2-methyl-4-morpholin-4-yl-6-nitro-phenylamine). Reagents/catalysts: [Pd] (palladium on carbon). The solvent is CO (methanol), CO (methanol). Reaction conditions: time 8 hour. The product is ClC=1C(=C(N=NC1OC)OC)C1=NC2=C(N1)C=C(C=C2C)N2CCOCC2 (2-(5-Chloro-3,6-dimethoxy-pyridazin-4-yl)-4-methyl-6-morpholin-4-yl-1H-benzimidazole). RXN SMILES: [CH3:1][C:2]1[CH:7]=[C:6]([N:8]2[CH2:13][CH2:12][O:11][CH2:10][CH2:9]2)[CH:5]=[C:4]([N+:14]([O-])=O)[C:3]=1[NH2:17].[Cl:18][C:19]1[C:20]([CH:29]=O)=[C:21]([O:27][CH3:28])[N:22]=[N:23][C:24]=1[O:25][CH3:26]>CO.[Pd]>[Cl:18][C:19]1[C:20]([C:29]2[NH:14][C:4]3[CH:5]=[C:6]([N:8]4[CH2:13][CH2:12][O:11][CH2:10][CH2:9]4)[CH:7]=[C:2]([CH3:1])[C:3]=3[N:17]=2)=[C:21]([O:27][CH3:28])[N:22]=[N:23][C:24]=1[O:25][CH3:26]. Procedure: To a stirred solution of 2-methyl-4-morpholin-4-yl-6-nitro-phenylamine (0.252 g, 1.06 mmol) in methanol (15 mL) was added 10% palladium on carbon (25 mg) and the suspension flushed well with nitrogen, followed by hydrogen. The resulting suspension was stirred 8 hours at room temperature under an atmosphere of hydrogen (ca. 1 atm). The resulting suspension was filtered under nitrogen through a pad of Celite and washed with methanol (25 mL). This solution was cooled down to 0° C., the 5-chloro-3,6... Starting materials: CC(C)(C)C(=O)Cl, Cl, COc1c(N)c(F)c(-c2ccccc2)c(C)c1C#N, c1ccncc1. The product is COc1c(C#N)c(C)c(-c2ccccc2)c(F)c1NC(=O)C(C)(C)C. As a reaction SMILES: [C:20]([C:21]([CH3:22])([CH3:23])[CH3:24])(=[O:25])[Cl:26].[ClH:27].[NH2:1][c:2]1[c:3]([O:18][CH3:19])[c:4]([C:16]#[N:17])[c:5]([CH3:15])[c:6](-[c:9]2[cH:10][cH:11][cH:12][cH:13][cH:14]2)[c:7]1[F:8].[cH:28]1[cH:29][cH:30][n:31][cH:32][cH:33]1>>[NH:1]([c:2]1[c:3]([O:18][CH3:19])[c:4]([C:16]#[N:17])[c:5]([CH3:15])[c:6](-[c:9]2[cH:10][cH:11][cH:12][cH:13][cH:14]2)[c:7]1[F:8])[C:20]([C:21]([CH3:22])([CH3:23])[CH3:24])=[O:25].